This data is from the Open Reaction Database (ORD), a public repository of structured organic reaction records. The task is: describe an organic reaction: reactants, conditions, products, and yield Reactants: FC(C=1C=C(NC2=NC=CC=C2CNCC)C=CC1)(F)F (2-(m-trifluoromethylanilino)-3-ethylaminomethylpyridine), [O-]CC.[Na+] (sodium ethoxide), C(OCC)(OCC)=O (diethyl carbonate). The solvent is O1CCOCC1 (dioxane). Yields the product FC(C=1C=C(C=CC1)N1C(N(CC2=C1N=CC=C2)CC)=O)(F)F (1-(m-trifluoromethylphenyl)-3-ethyl-2-oxo-1,2,3,4-tetrahydropyrido[2,3-d]pyrimidine). The yield is 96.5%. As a reaction SMILES: [F:1][C:2]([F:21])([F:20])[C:3]1[CH:4]=[C:5]([CH:17]=[CH:18][CH:19]=1)[NH:6][C:7]1[C:12]([CH2:13][NH:14][CH2:15][CH3:16])=[CH:11][CH:10]=[CH:9][N:8]=1.[O-:22][CH2:23]C.[Na+].C(=O)(OCC)OCC>O1CCOCC1>[F:21][C:2]([F:20])([F:1])[C:3]1[CH:4]=[C:5]([N:6]2[C:7]3[N:8]=[CH:9][CH:10]=[CH:11][C:12]=3[CH2:13][N:14]([CH2:15][CH3:16])[C:23]2=[O:22])[CH:17]=[CH:18][CH:19]=1 |f:1.2|. Procedure: To a mixture of 2.0 g of 2-(m-trifluoromethylanilino)-3-ethylaminomethylpyridine, 1.0 g of sodium ethoxide and 30 ml of dioxane was added dropwise 2.4 g of diethyl carbonate, and the mixture was heated under reflux for 5 hours. After the reaction was complete, the dioxane was removed from the reaction mixture by distillation under reduced pressure. The residue thus obtained was recrystallized from ether to yield 2.1 g of 1-(m-trifluoromethylphenyl)-3-ethyl-2-oxo-1,2,3,4-tetrahydropyrido[2,3-d]py...